This data is from the Open Reaction Database (ORD), a public repository of structured organic reaction records. The task is: describe an organic reaction: reactants, conditions, products, and yield The reactants are C1CCC2=NCCCN2CC1 (DBU), Cl (HCl), OC(C(=O)C1=CC=C(C=C1)SC)(C)C (2-Hydroxy-2-methyl-1-(4-(methylthio)phenyl)propan-1-one), C1CCC2=NCCCN2CC1 (DBU), C(C)(=O)Cl (acetyl chloride). The reagents and catalysts are CN(C)C=1C=CN=CC1 (DMAP). The solvent is ClCCl (dichloromethane). Reaction conditions: temperature 25 celsius, time 6 hour. The product is CC(C(=O)C1=CC=C(C=C1)SC)(C)OC(C)=O (Acetic acid 2-methyl-1-(4-methylthiophenyl)propan-1-on-2-yl ester). Isolated yield 41.1%. As a reaction SMILES: [OH:1][C:2]([CH3:14])([CH3:13])[C:3]([C:5]1[CH:10]=[CH:9][C:8]([S:11][CH3:12])=[CH:7][CH:6]=1)=[O:4].C1CCN2C(=NCCC2)CC1.[C:26](Cl)(=[O:28])[CH3:27].Cl>CN(C1C=CN=CC=1)C.ClCCl>[CH3:13][C:2]([O:1][C:26](=[O:28])[CH3:27])([CH3:14])[C:3]([C:5]1[CH:10]=[CH:9][C:8]([S:11][CH3:12])=[CH:7][CH:6]=1)=[O:4]. Procedure details: To a 0° C. solution of 2-hydroxy-2-methyl-1-(4-(methylthio)phenyl)propan-1-one (150 g, example 1, Step 2), DBU (217 g) and DMAP (7 g) in dichloromethane (850 mL) was added acetyl chloride (112.2 g) dropwise and the mixture was stirred for 6 h. at 25° C. More DBU (32.5 g) was added and the mixture was stirred an additional 16 h. The reaction mixture was poured over 2N HCl (800 mL) and the organic layer was separated, washed with a saturated solution of NaHCO3, dried over MgSO4, filtered and the s... Reactants: [Al+3], O=CN1CCCC(c2cccc(C(F)(F)F)c2)C1, [H-], [H-], [H-], [H-], [Li+], C1CCOC1. Product: CN1CCCC(c2cccc(C(F)(F)F)c2)C1. Reaction SMILES: [Al+3:2].[F:7][C:8]([c:9]1[cH:10][c:11]([CH:15]2[CH2:16][N:17]([CH:21]=[O:22])[CH2:18][CH2:19][CH2:20]2)[cH:12][cH:13][cH:14]1)([F:23])[F:24].[H-:1].[H-:4].[H-:5].[H-:6].[Li+:3].[O:25]1[CH2:26][CH2:27][CH2:28][CH2:29]1>>[F:7][C:8]([c:9]1[cH:10][c:11]([CH:15]2[CH2:16][N:17]([CH3:21])[CH2:18][CH2:19][CH2:20]2)[cH:12][cH:13][cH:14]1)([F:23])[F:24]. The product is C(C1=CC=CC=C1)NC1=CC=C2C(=N1)C(=CN2)C2CCN(CC2)C (5-(N-[benzyl]amino)-3-(1-methylpiperidin-4-yl)pyrrolo[3,2-b]pyridine). Starting materials: NC1=CC=C2C(=N1)C(=CN2)C2CCN(CC2)C (5-amino-3-(1-methylpiperidin-4-yl)pyrrolo[3,2-b]pyridine), C(C1=CC=CC=C1)=O (benzaldehyde), [BH4-].[Na+] (sodium borohydride). Procedure: A mixture of 0.25 gm (1.09 mMol) 5-amino-3-(1-methylpiperidin-4-yl)pyrrolo[3,2-b]pyridine, 0.5 gm molecular sieves, and 0.22 mL (2.17 mMol) benzaldehyde in 10 mL methanol was stirred at 40° C. for 5 hours. The reaction mixture was then cooled to room temperature and then 0.124 gm (3.27 mMol) sodium borohydride were added. The reaction mixture was then stirred for 30 minutes at room temperature and then the reaction mixture quenched with 1N sodium hydroxide. The reaction mixture was concentrated ... As a reaction SMILES: [NH2:1][C:2]1[N:7]=[C:6]2[C:8]([CH:11]3[CH2:16][CH2:15][N:14]([CH3:17])[CH2:13][CH2:12]3)=[CH:9][NH:10][C:5]2=[CH:4][CH:3]=1.[CH:18](=O)[C:19]1[CH:24]=[CH:23][CH:22]=[CH:21][CH:20]=1.[BH4-].[Na+]>CO>[CH2:18]([NH:1][C:2]1[N:7]=[C:6]2[C:8]([CH:11]3[CH2:16][CH2:15][N:14]([CH3:17])[CH2:13][CH2:12]3)=[CH:9][NH:10][C:5]2=[CH:4][CH:3]=1)[C:19]1[CH:24]=[CH:23][CH:22]=[CH:21][CH:20]=1 |f:2.3|. Run in CO (methanol). Reaction conditions: temperature 40 celsius, time 5 hour. Reactants: C(C)(C)(C)OC(N[C@@H](CC1=CC=CC=C1)C(=O)F)=O ((S)-(1-Fluorocarbonyl-2-phenyl-ethyl)-carbamic Acid tert-butyl Ester), Cl.NCCS (2-aminoethanethiol hydrochloride), C(Cl)Cl (CH2Cl2), N1=CC=CC=C1 (pyridine). The solvent is O (water). Conditions: time 30 minute. The product is 24m, C(C)(C)(C)OC(N[C@@H](CC1=CC=CC=C1)C(NCCS)=O)=O ((S)-[1-(2-mercapto-ethylcarbamoyl)-2-phenyl-ethyl]-carbamic Acid tert-butyl Ester). Reaction SMILES: [C:1]([O:5][C:6](=[O:19])[NH:7][C@H:8]([C:16](F)=[O:17])[CH2:9][C:10]1[CH:15]=[CH:14][CH:13]=[CH:12][CH:11]=1)([CH3:4])([CH3:3])[CH3:2].Cl.[NH2:21][CH2:22][CH2:23][SH:24].C(Cl)Cl.N1C=CC=CC=1>O>[C:1]([O:5][C:6](=[O:19])[NH:7][C@H:8]([C:16](=[O:17])[NH:21][CH2:22][CH2:23][SH:24])[CH2:9][C:10]1[CH:15]=[CH:14][CH:13]=[CH:12][CH:11]=1)([CH3:4])([CH3:3])[CH3:2] |f:1.2|. Procedure details: To an oven-dried, septaed 10 mL round-bottom flask, cooled under an argon atmosphere, and charged with 25m (136.0 mg, 0.51 mmol) and 2-aminoethanethiol hydrochloride (57.8 mg, 0.51 mmol) were added 2 mL freshly distilled CH2Cl2 and anhydrous pyridine (82 μL, 1.02 mmol). The reaction immediately clouded then cleared after 30 minutes. The reaction was stirred for 3 hours at room temperature, then poured into water and extracted twice with CH2Cl2. The combined CH2Cl2 extracts were washed once with ...